From a dataset of the Open Reaction Database (ORD), a public repository of structured organic reaction records. describe an organic reaction: reactants, conditions, products, and yield Starting materials: CC([O-])=S, ClC1CCOCC1, [K+], CN(C)C=O. The product is CC(=O)SC1CCOCC1. RXN SMILES: [C:8]([CH3:9])([O-:10])=[S:11].[Cl:1][CH:2]1[CH2:3][CH2:4][O:5][CH2:6][CH2:7]1.[K+:12].[O:13]=[CH:14][N:15]([CH3:16])[CH3:17]>>[CH:2]1([S:11][C:8]([CH3:9])=[O:10])[CH2:3][CH2:4][O:5][CH2:6][CH2:7]1. Reactants: [Br-], O=Cc1cc(Br)ccc1[N+](=O)[O-], C[Mg+], C1CCOC1. Yields the product CC(O)c1cc(Br)ccc1[N+](=O)[O-]. Reaction SMILES: [Br-:1].[Br:4][c:5]1[cH:6][cH:7][c:8]([N+:13](=[O:14])[O-:15])[c:9]([CH:10]=[O:11])[cH:12]1.[CH3:2][Mg+:3].[O:16]1[CH2:17][CH2:18][CH2:19][CH2:20]1>>[CH3:2][CH:10]([c:9]1[c:8]([N+:13](=[O:14])[O-:15])[cH:7][cH:6][c:5]([Br:4])[cH:12]1)[OH:11]. Starting materials: CC(=O)N1CCC(C(=O)O)CC1, Cl, CN(C(=O)c1cc(C(F)(F)F)cc(C(F)(F)F)c1)C1CCNCC1c1ccc(F)c(F)c1. Product: CC(=O)N1CCC(C(=O)N2CCC(N(C)C(=O)c3cc(C(F)(F)F)cc(C(F)(F)F)c3)C(c3ccc(F)c(F)c3)C2)CC1. RXN SMILES: [C:34]([CH3:35])(=[O:36])[N:37]1[CH2:38][CH2:39][CH:40]([C:43](=[O:44])[OH:45])[CH2:41][CH2:42]1.[ClH:1].[F:2][c:3]1[cH:4][c:5]([CH:10]2[CH2:11][NH:12][CH2:13][CH2:14][CH:15]2[N:16]([C:17]([c:18]2[cH:19][c:20]([C:28]([F:29])([F:30])[F:31])[cH:21][c:22]([C:24]([F:25])([F:26])[F:27])[cH:23]2)=[O:32])[CH3:33])[cH:6][cH:7][c:8]1[F:9]>>[F:2][c:3]1[cH:4][c:5]([CH:10]2[CH2:11][N:12]([C:43]([CH:40]3[CH2:39][CH2:38][N:37]([C:34]([CH3:35])=[O:36])[CH2:42][CH2:41]3)=[O:44])[CH2:13][CH2:14][CH:15]2[N:16]([C:17]([c:18]2[cH:19][c:20]([C:28]([F:29])([F:30])[F:31])[cH:21][c:22]([C:24]([F:25])([F:26])[F:27])[cH:23]2)=[O:32])[CH3:33])[cH:6][cH:7][c:8]1[F:9]. Starting materials: BrC1=CC2=C(N(C(=N2)CCCC)CC2=C(C=CC=C2)Cl)C(=C1)C(=O)O (5-bromo-2-n-butyl-1-(2-chlorophenyl)methyl-1H-benzimidazole-7-carboxylic acid), C(Cl)(Cl)Cl.CO (chloroform methanol), C(=O)O (formic acid), Cl (hydrochloric acid). The solvent is CO (methanol). Yields the product BrC1=CC2=C(N(C(=N2)CCCC)CC2=C(C=CC=C2)Cl)C(=C1)C(=O)OC (methyl 5-bromo-2-n-butyl-1-(2-chlorophenyl)methyl-1H-benzimidazole-7-carboxylate). RXN SMILES: [Br:1][C:2]1[CH:22]=[C:21]([C:23]([OH:25])=[O:24])[C:5]2[N:6]([CH2:13][C:14]3[CH:19]=[CH:18][CH:17]=[CH:16][C:15]=3[Cl:20])[C:7]([CH2:9][CH2:10][CH2:11][CH3:12])=[N:8][C:4]=2[CH:3]=1.Cl.[CH:27](Cl)(Cl)Cl.CO.C(O)=O>CO>[Br:1][C:2]1[CH:22]=[C:21]([C:23]([O:25][CH3:27])=[O:24])[C:5]2[N:6]([CH2:13][C:14]3[CH:19]=[CH:18][CH:17]=[CH:16][C:15]=3[Cl:20])[C:7]([CH2:9][CH2:10][CH2:11][CH3:12])=[N:8][C:4]=2[CH:3]=1 |f:2.3|. Procedure: A mixture of 5-bromo-2-n-butyl-1-(2-chlorophenyl)-methyl-1H-benzimidazole-7-carboxylic acid (prepared in Example 1)(1.0 g, 2.4 mmol) in methanol (15 mL) was cooled in ice and then saturated with dry hydrochloric acid. The reaction mixture was refluxed for 14 hours, and TLC on silica with 9:1 chloroform/methanol containing a trace of formic acid gave an Rf 0.87 for the product; the starting material had an Rf 0.65. The methanol was evaporated, the residue was diluted with ice water and the solid ... Reactants: O=C(Cl)C(=O)Cl, ClCCl, CN(C)C=O, O=C(O)C(=O)c1cccs1. Yields the product O=C(Cl)C(=O)c1cccs1. Reaction SMILES: [C:11]([Cl:12])(=[O:13])[C:15]([Cl:14])=[O:16].[Cl:22][CH2:23][Cl:24].[O:17]=[CH:18][N:19]([CH3:20])[CH3:21].[O:1]=[C:2]([C:3](=[O:4])[OH:5])[c:6]1[s:7][cH:8][cH:9][cH:10]1>>[O:1]=[C:2]([C:3](=[O:4])[Cl:14])[c:6]1[s:7][cH:8][cH:9][cH:10]1. The reactants are CN1CC=C(c2csc3ccc([N+](=O)[O-])cc23)CC1, CCO, Cl[Sn]Cl. The product is CN1CC=C(c2csc3ccc(N)cc23)CC1. As a reaction SMILES: [CH3:1][N:2]1[CH2:3][CH:4]=[C:5]([c:8]2[c:9]3[c:10]([s:11][cH:12]2)[cH:13][cH:14][c:15]([N+:17]([O-:18])=[O:19])[cH:16]3)[CH2:6][CH2:7]1.[CH3:23][CH2:24][OH:25].[Sn:20]([Cl:21])[Cl:22]>>[CH3:1][N:2]1[CH2:3][CH:4]=[C:5]([c:8]2[c:9]3[c:10]([s:11][cH:12]2)[cH:13][cH:14][c:15]([NH2:17])[cH:16]3)[CH2:6][CH2:7]1. Procedure details: The title compound was prepared from 3-(4-chloro-phenyl)-4,5,7,8-tetrahydro-1H-1,2,6-triaza-azulene-6-carboxylic acid tert-butyl ester (Example 103, Step B; 0.40 mmol) using 4-chloro-tetrahydro-pyran (1.5 mmol) in place of chloro-cyclobutane. The title compound was obtained as a 2:1 mixture (10 mg) with 3-(4-chloro-phenyl)-2-(tetrahydro-pyran-4-yl)-1,4,5,6,7,8-hexahydro-1,2,6-triaza-azulene. Data for the mixture: MS (ESI): exact mass calculated for C18H22ClN3O, 331.15. found, m/z 332.4 [M+H]+. 1... The product is ClC1=CC=C(C=C1)C1=NN(C=2CCNCCC12)C1CCOCC1 (3-(4-Chloro-phenyl)-1-(tetrahydro-pyran-4-yl)-1,4,5,6,7,8-hexahydro-1,2,6-triaza-azulene), mixture. RXN SMILES: C(OC([N:8]1[CH2:17][CH2:16][C:15]2[NH:14][N:13]=[C:12]([C:18]3[CH:23]=[CH:22][C:21]([Cl:24])=[CH:20][CH:19]=3)[C:11]=2[CH2:10][CH2:9]1)=O)(C)(C)C.Cl[CH:26]1[CH2:31][CH2:30][O:29][CH2:28][CH2:27]1.ClC1C=CC(C2C3CCNCCC=3NN2C2CCOCC2)=CC=1>>[Cl:24][C:21]1[CH:20]=[CH:19][C:18]([C:12]2[C:11]3[CH2:10][CH2:9][NH:8][CH2:17][CH2:16][C:15]=3[N:14]([CH:26]3[CH2:31][CH2:30][O:29][CH2:28][CH2:27]3)[N:13]=2)=[CH:23][CH:22]=1. Reactants: ClC1=CC=C(C=C1)C1N(NC=2CCNCCC12)C1CCOCC1 (3-(4-chloro-phenyl)-2-(tetrahydro-pyran-4-yl)-1,4,5,6,7,8-hexahydro-1,2,6-triaza-azulene), C(C)(C)(C)OC(=O)N1CCC=2C(=NNC2CC1)C1=CC=C(C=C1)Cl (3-(4-chloro-phenyl)-4,5,7,8-tetrahydro-1H-1,2,6-triaza-azulene-6-carboxylic acid tert-butyl ester), ClC1CCOCC1 (4-chloro-tetrahydro-pyran). The reactants are c1ccc(CN2CCNCC2)cc1, CCOC(C)=O, Cl, O=[N+]([O-])c1ccc(F)cc1. Reaction SMILES: [CH2:1]([c:2]1[cH:3][cH:4][cH:5][cH:6][cH:7]1)[N:8]1[CH2:9][CH2:10][NH:11][CH2:12][CH2:13]1.[CH3:25][CH2:26][O:27][C:28](=[O:29])[CH3:30].[ClH:24].[N+:14](=[O:15])([O-:16])[c:17]1[cH:18][cH:19][c:20]([F:23])[cH:21][cH:22]1>>[CH2:1]([c:2]1[cH:3][cH:4][cH:5][cH:6][cH:7]1)[N:8]1[CH2:9][CH2:10][N:11]([c:20]2[cH:19][cH:18][c:17]([N+:14](=[O:15])[O-:16])[cH:22][cH:21]2)[CH2:12][CH2:13]1. The product is O=[N+]([O-])c1ccc(N2CCN(Cc3ccccc3)CC2)cc1.